Dataset: the Open Reaction Database (ORD), a public repository of structured organic reaction records. Task: describe an organic reaction: reactants, conditions, products, and yield Starting materials: CCOCC (ether), Cl (HCl), C(C)(C)(C)OC(N(C)CC[C@@H]1CC[C@H](CC1)CC#N)=O (trans-[2-(4-cyanomethyl-cyclohexyl)-ethyl]-methyl-carbamic acid tert-butyl ester), CC(C)C[AlH]CC(C)C (DIBAH), Cl (HCl). The solvent is C(Cl)Cl (CH2Cl2). Conditions: time 4 hour. Product: C(C)(C)(C)OC(N(CC[C@@H]1CC[C@H](CC1)CC=O)C)=O (trans-methyl-{2-[4-(2-oxo-ethyl)-cyclohexyl]-ethyl}-carbamic acid tert-butyl ester). Isolated yield 73.0%. Reaction SMILES: [C:1]([O:5][C:6](=[O:20])[N:7]([CH2:9][CH2:10][C@H:11]1[CH2:16][CH2:15][C@H:14]([CH2:17][C:18]#N)[CH2:13][CH2:12]1)[CH3:8])([CH3:4])([CH3:3])[CH3:2].CC(C[AlH]CC(C)C)C.Cl.CC[O:33]CC>C(Cl)Cl>[C:1]([O:5][C:6](=[O:20])[N:7]([CH3:8])[CH2:9][CH2:10][C@H:11]1[CH2:16][CH2:15][C@H:14]([CH2:17][CH:18]=[O:33])[CH2:13][CH2:12]1)([CH3:4])([CH3:3])[CH3:2]. Procedure details: To 10.14 g (36.17 mmol) of trans-[2-(4-cyanomethyl-cyclohexyl)-ethyl]-methyl-carbamic acid tert-butyl ester in 90 mL of CH2Cl2 were added 90 mL (108.5 mmol, 3 eq) of 1.2M DIBAH at −70-−78° C. The solution was stirred at that temperature for 4 h, 40 mL of 4M HCl were added carefully and the solution was slowly warmed to RT. Stirring was continued at RT for 10 min, and the substance was partioned between ether and 1M HCl. The organic phases were washed with water, dried over magnesium sulfate and ... The reactants are COC(CBr)OC, COC(=O)C(C)c1ccc(Cl)c(Cl)c1, [H-], [Na+], CN(C)C=O. The product is COC(=O)C(C)(CC(OC)OC)c1ccc(Cl)c(Cl)c1. As a reaction SMILES: [CH3:15][O:16][CH:17]([CH2:18][Br:19])[O:20][CH3:21].[CH3:1][O:2][C:3]([CH:4]([CH3:5])[c:6]1[cH:7][c:8]([Cl:13])[c:9]([Cl:12])[cH:10][cH:11]1)=[O:14].[H-:23].[Na+:22].[O:24]=[CH:25][N:26]([CH3:27])[CH3:28]>>[CH3:1][O:2][C:3]([C:4]([CH3:5])([c:6]1[cH:7][c:8]([Cl:13])[c:9]([Cl:12])[cH:10][cH:11]1)[CH2:18][CH:17]([O:16][CH3:15])[O:20][CH3:21])=[O:14]. The reactants are [H][H] (hydrogen), C(C1=CC=CC=C1)N1CCC(CC1)(O)CO (1-benzyl-4-hydroxymethyl-piperidin-4-ol), [H][H] (hydrogen). The reagents and catalysts are [Pd] (Pd/C). The solvent is CO (MeOH). Yields the product OCC1(CCNCC1)O (4-hydroxymethyl-piperidin-4-ol). Reaction SMILES: C([N:8]1[CH2:13][CH2:12][C:11]([CH2:15][OH:16])([OH:14])[CH2:10][CH2:9]1)C1C=CC=CC=1.[H][H]>CO.[Pd]>[OH:16][CH2:15][C:11]1([OH:14])[CH2:12][CH2:13][NH:8][CH2:9][CH2:10]1. Procedure: A suspension of 26.0 g (117 mmol) 1-benzyl-4-hydroxymethyl-piperidin-4-ol and 5.0 g 10% Pd/C in 500 mL MeOH was hydrogenated at 50° C. and 3 bar hydrogen pressure until the theoretical hydrogen uptake had occurred (4 h). The catalyst was filtered off and washed with MeOH. After the solvent had been eliminated the residue was reacted further without purification. Reactants: 84.75, C([C@@H]1[C@H]([C@@H]([C@H]([C@H](O1)O[C@]2([C@H]([C@@H]([C@H](O2)CO)O)O)CO)O)O)O)O (sucrose), OC[C@H](O)[C@@H](O)[C@H](O)[C@H](O)CO (sorbitol), material. Conditions: time 45 second. Yields the product C([C@@H]1[C@H]([C@@H]([C@H]([C@H](O1)O[C@]2([C@H]([C@@H]([C@H](O2)CO)O)O)CO)O)O)O)O.OC[C@H](O)[C@@H](O)[C@H](O)[C@H](O)CO (Sucrose Sorbitol). RXN SMILES: [CH2:1]([OH:23])[C@H:2]1[O:7][C@H:6]([O:8][C@:9]2([CH2:18][OH:19])[O:13][C@H:12]([CH2:14][OH:15])[C@@H:11]([OH:16])[C@@H:10]2[OH:17])[C@H:5]([OH:20])[C@@H:4]([OH:21])[C@@H:3]1[OH:22].[OH:24][CH2:25][C@@H:26]([C@H:28]([C@@H:30]([C@@H:32]([CH2:34][OH:35])[OH:33])[OH:31])[OH:29])[OH:27]>>[CH2:1]([OH:23])[C@H:2]1[O:7][C@H:6]([O:8][C@:9]2([CH2:18][OH:19])[O:13][C@H:12]([CH2:14][OH:15])[C@@H:11]([OH:16])[C@@H:10]2[OH:17])[C@H:5]([OH:20])[C@@H:4]([OH:21])[C@@H:3]1[OH:22].[OH:35][CH2:34][C@@H:32]([C@H:30]([C@@H:28]([C@@H:26]([CH2:25][OH:24])[OH:27])[OH:29])[OH:31])[OH:33] |f:2.3|. Procedure: The base floss was prepared from a mixture of 84.75 parts sucrose, 15.0 parts sorbitol, and 0.25 parts of TWBEN 80. The mix was flash flow processed in a device described in U.S. Ser. No. 08/854,344, filed May 12, 1997. Two kilograms of this material was spun under ambient conditions of 60° F. and 35% relative humidity. Spinning was conducted at 3600 rpm (60 Hz). The spun floss was collected and chopped in a mixer for about 45 seconds. Run in C(C)O (ethanol). Conditions: time 5 hour. Yields the product CN1C(=O)C=2C=CC=3C=4C=CC=C5C=CC=C(C6=CC=C(C2C63)C1=O)C54 (N-methylperylene-3,4-dicarboximide). The reactants are C1=CC2=C3C(=CC=C4C5=CC=CC6=CC=CC(C1=C34)=C56)C(NC2=O)=O (perylene-3,4-dicarboximide), C[O-].[Na+] (sodium methylate). Yield: 87.2%. Procedure: 1.29 g (4 mmol) of perylene-3,4-dicarboximide and 0.56 g (14.7 mmol) of sodium methylate are suspended in 50 ml of ethanol and the mixture is stirred for 5 h at room temperature. After removing the solvent by evaporation under reduced pressure, 50 ml of N-methyl-pyrrolidone and 1.01 ml of methyl iodide are added and the mixture is stirred for 2 h at room temperature. The solvent is removed by distillation under reduced pressure and the residue is washed with 100 ml of sulfuric acid (20%) and is ... As a reaction SMILES: [CH:1]1[C:18]2=[C:19]3[C:8]([C:9]4[C:20]5[C:13](=[CH:14][CH:15]=[CH:16][C:17]2=5)[CH:12]=[CH:11][CH:10]=4)=[CH:7][CH:6]=[C:5]2[C:21](=[O:25])[NH:22][C:23](=[O:24])[C:3](=[C:4]23)[CH:2]=1.[CH3:26][O-].[Na+]>C(O)C>[CH3:26][N:22]1[C:21](=[O:25])[C:5]2[C:4]3[C:19]4[C:8](=[CH:7][CH:6]=2)[C:9]2[C:20]5[C:13]([CH:12]=[CH:11][CH:10]=2)=[CH:14][CH:15]=[CH:16][C:17]=5[C:18]=4[CH:1]=[CH:2][C:3]=3[C:23]1=[O:24] |f:1.2|. The reactants are bis(2-methoxyethyl)azodicarboxylate, C1(CC1)N1N=C2C=CC(=CC2=C1C)N1C(C=C(C=C1)O)=O (1-(2-cyclopropyl-3-methyl-2H-indazol-5-yl)-4-hydroxypyridin-2(1H)-one), BrC=1C=CC(=NC1)CO ((5-bromopyridin-2-yl)methanol), C1(=CC=CC=C1)P(C1=CC=CC=C1)C1=CC=CC=C1 (triphenylphosphine), O (water). The solvent is O1CCCC1 (tetrahydrofuran). Reaction conditions: time 3 hour. Product: BrC=1C=CC(=NC1)COC1=CC(N(C=C1)C1=CC2=C(N(N=C2C=C1)C1CC1)C)=O (4-[(5-bromopyridin-2-yl)methoxy]-1-(2-cyclopropyl-3-methyl-2H-indazol-5-yl)pyridin-2(1H)-one). Isolated yield 42.4%. Reaction SMILES: [CH:1]1([N:4]2[C:12]([CH3:13])=[C:11]3[C:6]([CH:7]=[CH:8][C:9]([N:14]4[CH:19]=[CH:18][C:17]([OH:20])=[CH:16][C:15]4=[O:21])=[CH:10]3)=[N:5]2)[CH2:3][CH2:2]1.[Br:22][C:23]1[CH:24]=[CH:25][C:26]([CH2:29]O)=[N:27][CH:28]=1.C1(P(C2C=CC=CC=2)C2C=CC=CC=2)C=CC=CC=1.O>O1CCCC1>[Br:22][C:23]1[CH:24]=[CH:25][C:26]([CH2:29][O:20][C:17]2[CH:18]=[CH:19][N:14]([C:9]3[CH:8]=[CH:7][C:6]4[C:11](=[C:12]([CH3:13])[N:4]([CH:1]5[CH2:2][CH2:3]5)[N:5]=4)[CH:10]=3)[C:15](=[O:21])[CH:16]=2)=[N:27][CH:28]=1. Procedure: To a suspension of 1-(2-cyclopropyl-3-methyl-2H-indazol-5-yl)-4-hydroxypyridin-2(1H)-one (50 mg), (5-bromopyridin-2-yl)methanol (67 mg) and triphenylphosphine (140 mg) in tetrahydrofuran (6 ml) was added bis(2-methoxyethyl)azodicarboxylate (125 mg) at room temperature, and the mixture was stirred at the same temperature for 3 hr. To the reaction mixture was added water, and the mixture was extracted with ethyl acetate. The organic layer was washed with saturated brine, dried over anhydrous magne... Starting materials: NC1=NC2=CC=C(C=C2C(=N1)C(=O)N1CC2=CC=CC=C2C1)I ((2-amino-6-iodoquinazolin-4-yl)isoindolin-2-ylmethanone), [B-](CN1CCN(CC1)C)(F)(F)F.[K+] (potassium 1-methyl-4-trifluoroboratomethylpiperazine), C(C)(C)C1=C(C(=CC(=C1)C(C)C)C(C)C)P(C1CCCCC1)C1CCCCC1 (((2,4,6 triisopropyl)phenyl)dicyclohexylphosphine), C([O-])([O-])=O.[Cs+].[Cs+] (caesium carbonate). Reagents/catalysts: C(C)(=O)[O-].C(C)(=O)[O-].[Pd+2] (palladium diacetate). The solvent is O1CCCC1 (tetrahydrofuran), O (water). Yields the product NC1=NC2=CC=C(C=C2C(=N1)C(=O)N1CC2=CC=CC=C2C1)CN1CCN(CC1)C ([2-amino-6-[(4-methylpiperazin-1-yl)methyl]quinazolin-4-yl]-isoindolin-2-ylmethanone). RXN SMILES: [NH2:1][C:2]1[N:11]=[C:10]([C:12]([N:14]2[CH2:22][C:21]3[C:16](=[CH:17][CH:18]=[CH:19][CH:20]=3)[CH2:15]2)=[O:13])[C:9]2[C:4](=[CH:5][CH:6]=[C:7](I)[CH:8]=2)[N:3]=1.[B-](F)(F)(F)[CH2:25][N:26]1[CH2:31][CH2:30][N:29]([CH3:32])[CH2:28][CH2:27]1.[K+].C(C1C=C(C(C)C)C=C(C(C)C)C=1P(C1CCCCC1)C1CCCCC1)(C)C.C(=O)([O-])[O-].[Cs+].[Cs+]>O1CCCC1.C([O-])(=O)C.C([O-])(=O)C.[Pd+2].O>[NH2:1][C:2]1[N:11]=[C:10]([C:12]([N:14]2[CH2:22][C:21]3[C:16](=[CH:17][CH:18]=[CH:19][CH:20]=3)[CH2:15]2)=[O:13])[C:9]2[C:4](=[CH:5][CH:6]=[C:7]([CH2:25][N:26]3[CH2:31][CH2:30][N:29]([CH3:32])[CH2:28][CH2:27]3)[CH:8]=2)[N:3]=1 |f:1.2,4.5.6,8.9.10|. Procedure: 75 mg of (2-amino-6-iodoquinazolin-4-yl)isoindolin-2-ylmethanone are suspended in 2 ml of tetrahydrofuran and 7 μl of water together with 40 mg of potassium 1-methyl-4-trifluoroboratomethylpiperazine, 1 mg of palladium diacetate, 4 mg of ((2,4,6 triisopropyl)phenyl)dicyclohexylphosphine and 176 mg of caesium carbonate, and the mixture is stirred at 80° C. for 48 h. After cooling, the mixture is filtered through kieselguhr, rinsed three times with 5 ml of tetrahydrofuran each time, and the filtra... Starting materials: CCOC(C)=O, Cl, Fc1ccc(-c2noc(-c3cc(F)cc(-c4cn(C(c5ccccc5)(c5ccccc5)c5ccccc5)cn4)c3)n2)nc1, C1CCOC1. Yields the product Fc1ccc(-c2noc(-c3cc(F)cc(-c4c[nH]cn4)c3)n2)nc1. Reaction SMILES: [CH3:50][CH2:51][O:52][C:53](=[O:54])[CH3:55].[ClH:44].[F:1][c:2]1[cH:3][cH:4][c:5](-[c:8]2[n:9][o:10][c:11](-[c:13]3[cH:14][c:15]([F:43])[cH:16][c:17](-[c:19]4[n:20][cH:21][n:22]([C:24]([c:25]5[cH:26][cH:27][cH:28][cH:29][cH:30]5)([c:31]5[cH:32][cH:33][cH:34][cH:35][cH:36]5)[c:37]5[cH:38][cH:39][cH:40][cH:41][cH:42]5)[cH:23]4)[cH:18]3)[n:12]2)[n:6][cH:7]1.[O:45]1[CH2:46][CH2:47][CH2:48][CH2:49]1>>[F:1][c:2]1[cH:3][cH:4][c:5](-[c:8]2[n:9][o:10][c:11](-[c:13]3[cH:14][c:15]([F:43])[cH:16][c:17](-[c:19]4[n:20][cH:21][nH:22][cH:23]4)[cH:18]3)[n:12]2)[n:6][cH:7]1.